From a dataset of the Open Reaction Database (ORD), a public repository of structured organic reaction records. describe an organic reaction: reactants, conditions, products, and yield Reactants: C1CCOC1, C[Si](C)(C)C=[N+]=[N-], CO, CCC(CC)C(NS(=O)(=O)c1ccc(Cl)s1)C(=O)O. Product: CCC(CC)C(NS(=O)(=O)c1ccc(Cl)s1)C(=O)OC. Reaction SMILES: [CH2:27]1[O:28][CH2:29][CH2:30][CH2:31]1.[CH3:1][Si:2]([CH:3]=[N+:4]=[N-:5])([CH3:6])[CH3:7].[CH3:32][OH:33].[Cl:8][c:9]1[cH:10][cH:11][c:12]([S:14](=[O:15])(=[O:16])[NH:17][CH:18]([CH:19]([CH2:20][CH3:21])[CH2:22][CH3:23])[C:24](=[O:25])[OH:26])[s:13]1>>[CH3:1][O:25][C:24]([CH:18]([NH:17][S:14]([c:12]1[cH:11][cH:10][c:9]([Cl:8])[s:13]1)(=[O:15])=[O:16])[CH:19]([CH2:20][CH3:21])[CH2:22][CH3:23])=[O:26]. The reactants are THR-epoxide, C1(=CC=CC=C1)S(=O)(=O)C (methyl phenyl sulfone), [Li]CCCC (n-BuLi), B(F)(F)F.CCOCC (boron trifluoride diethyl etherate). The solvent is C1CCOC1 (THF), C1CCOC1 (THF). Conditions: time 30 minute. The product is C1CCOC1.C1(=CC=CC=C1)S(=O)(=O)C1=CC=CC=C1 (THF phenylsulfone). Isolated yield 254.8%. As a reaction SMILES: [C:1]1([S:7]([CH3:10])(=[O:9])=[O:8])[CH:6]=[CH:5][CH:4]=[CH:3][CH:2]=1.[Li][CH2:12][CH2:13][CH2:14][CH3:15].B(F)(F)F.[CH3:20][CH2:21][O:22][CH2:23][CH3:24]>C1COCC1>[CH2:24]1[CH2:23][O:22][CH2:21][CH2:20]1.[C:1]1([S:7]([C:10]2[CH:20]=[CH:12][CH:13]=[CH:14][CH:15]=2)(=[O:9])=[O:8])[CH:6]=[CH:5][CH:4]=[CH:3][CH:2]=1 |f:2.3,5.6|. Procedure: To a solution of methyl phenyl sulfone (470 mg, 3.0 mmole) in dry THF (10.0 mL) at -78° C. was dropwise added n-BuLi (1.2 mL, 3.0 mmole, 2.5 M solution in hexanes) under nitrogen and the resulting mixture was stirred at this temperature for 30 min followed by the addition of boron trifluoride diethyl etherate (0.092 mL, 1.0 mmole). A solution of the THR-epoxide (234 mg, 1.0 mmole) in dry THF (5.0 mL) was added and the resulting mixture was stirred at -78° C. for 3 h and quenched with saturated a... Reactants: C=CC=C (1,3-butadiene), C=CC=CC (1,3-pentadiene). Reagents/catalysts: [Cl-].FC(C(=O)[O-])(F)F.[Ni+2] (nickel trifluoracetate chloride). The solvent is C1(=CC=CC=C1)C (toluene). The product is C=CC=C.C=CC=CC (butadiene pentadiene). Isolated yield 103.2%. As a reaction SMILES: [CH2:1]=[CH:2][CH:3]=[CH2:4].[CH2:5]=[CH:6][CH:7]=[CH:8][CH3:9]>[Cl-].FC(F)(F)C([O-])=O.[Ni+2].C1(C)C=CC=CC=1>[CH2:1]=[CH:2][CH:3]=[CH2:4].[CH2:5]=[CH:6][CH:7]=[CH:8][CH3:9] |f:2.3.4,6.7|. Procedure details: 40 cc of toluene, 31 g of 1,3-butadiene and 27 g of 1,3-pentadiene have been added in a reactor to 0.42 g of nickel trifluoracetate chloride. After 4 hours of reaction at 60° C, we have isolated 50 g of a butadiene-pentadiene copolymer containing 60% of butadiene units and 40% of pentadiene units. Its microstructure consisted of more than 90% of 1,4 units and its average molecular weight by number was about 4,000 (polymer E).